This data is from the Open Reaction Database (ORD), a public repository of structured organic reaction records. The task is: describe an organic reaction: reactants, conditions, products, and yield The reactants are CC(C)(C)OC(=O)NC(Cc1ccc(Cl)cc1)C(=O)O, C1COCCN1. The product is CC(C)(C)OC(=O)NC(Cc1ccc(Cl)cc1)C(=O)N1CCOCC1. As a reaction SMILES: [C:7](=[O:8])([O:9][C:10]([CH3:11])([CH3:12])[CH3:13])[NH:14][CH:15]([CH2:16][c:17]1[cH:18][cH:19][c:20]([Cl:23])[cH:21][cH:22]1)[C:24](=[O:25])[OH:26].[CH2:1]1[CH2:2][O:3][CH2:4][CH2:5][NH:6]1>>[CH2:1]1[CH2:2][O:3][CH2:4][CH2:5][N:6]1[C:24]([CH:15]([NH:14][C:7](=[O:8])[O:9][C:10]([CH3:11])([CH3:12])[CH3:13])[CH2:16][c:17]1[cH:18][cH:19][c:20]([Cl:23])[cH:21][cH:22]1)=[O:25]. Reactants: C1(=CC=CC=C1)C(O)(C1=CC=CC=C1)C1=CC=CC=C1 (triphenylmethanol), ClC1=C(C=CC(=C1)F)S (2-Chloro-4-fluoro-benzenethiol), C1(=CC=CC=C1)C(O)(C1=CC=CC=C1)C1=CC=CC=C1 (triphenylmethanol), FC(C(=O)O)(F)F (trifluoroacetic acid). Run in ClCCl (dichloromethane). Reaction conditions: time 1.5 hour. Yields the product ClC1=C(C=CC(=C1)F)SC(C1=CC=CC=C1)(C1=CC=CC=C1)C1=CC=CC=C1 (2-Chloro-4-fluoro-1-tritylsulfanyl-benzene). Isolated yield 99.7%. Reaction SMILES: [Cl:1][C:2]1[CH:7]=[C:6]([F:8])[CH:5]=[CH:4][C:3]=1[SH:9].FC(F)(F)C(O)=O.[C:17]1([C:23]([C:31]2[CH:36]=[CH:35][CH:34]=[CH:33][CH:32]=2)([C:25]2[CH:30]=[CH:29][CH:28]=[CH:27][CH:26]=2)O)[CH:22]=[CH:21][CH:20]=[CH:19][CH:18]=1>ClCCl>[Cl:1][C:2]1[CH:7]=[C:6]([F:8])[CH:5]=[CH:4][C:3]=1[S:9][C:23]([C:17]1[CH:22]=[CH:21][CH:20]=[CH:19][CH:18]=1)([C:31]1[CH:32]=[CH:33][CH:34]=[CH:35][CH:36]=1)[C:25]1[CH:26]=[CH:27][CH:28]=[CH:29][CH:30]=1. Procedure details: 2-Chloro-4-fluoro-benzenethiol (250 g, 1.54 mol) was dissolved in dichloromethane (1.25 L) and trifluoroacetic acid (120 mL, 1.57 mol) followed by triphenylmethanol (400 g, 1.54 mol) were added at room temperature (ice bath cooling necessary during addition of triphenylmethanol). The mixture was stirred for 1.5 h at room temperature, concentrated and dried in vacuo to yield the title compound as a yellow solid (622 g, 99% purity by HPLC, 99%), that was used without further purification in the ne... Reactants: N1C=CC=C1 (1H-pyrrole), IC1=CC=CC=C1 (iodo-benzene). The product is C1(=CC=CC=C1)N1C=CC=C1 (1-phenyl-1H-pyrrole). As a reaction SMILES: [NH:1]1[CH:5]=[CH:4][CH:3]=[CH:2]1.I[C:7]1[CH:12]=[CH:11][CH:10]=[CH:9][CH:8]=1>>[C:7]1([N:1]2[CH:5]=[CH:4][CH:3]=[CH:2]2)[CH:12]=[CH:11][CH:10]=[CH:9][CH:8]=1. Reported procedure: Following General Procedure A (90° C., 30 hours), 1H-pyrrole (104 μL, 1.5 mmol) is coupled with iodo-benzene (112 μL, 1.0 mmol). The crude brown oil is purified by flash chromatography on silica gel (eluent: hexanes) to provide 130 mg (91% isolated yield) of the desired product as a white solid. Reactants: CCC1CC2C3CCC4=CC(=O)CCC4C3CCC2(C)C1OC(=O)CBr, CC(C)=O, O, O=C(O)c1ccccc1. Product: CCC1CC2C3CCC4=CC(=O)CCC4C3CCC2(C)C1OC(=O)COC(=O)c1ccccc1. RXN SMILES: [CH2:11]([CH3:12])[CH:13]1[CH:14]([O:32][C:33]([CH2:34][Br:35])=[O:36])[C:15]2([CH3:16])[CH:17]([CH2:18]1)[CH:19]1[CH2:20][CH2:21][C:22]3=[CH:23][C:24](=[O:31])[CH2:25][CH2:26][CH:27]3[CH:28]1[CH2:29][CH2:30]2.[CH3:37][C:38](=[O:39])[CH3:40].[OH2:10].[OH:1][C:2](=[O:3])[c:4]1[cH:5][cH:6][cH:7][cH:8][cH:9]1>>[O:1]=[C:2]([O:3][CH2:34][C:33]([O:32][CH:14]1[CH:13]([CH2:11][CH3:12])[CH2:18][CH:17]2[C:15]1([CH3:16])[CH2:30][CH2:29][CH:28]1[CH:19]2[CH2:20][CH2:21][C:22]2=[CH:23][C:24](=[O:31])[CH2:25][CH2:26][CH:27]21)=[O:36])[c:4]1[cH:5][cH:6][cH:7][cH:8][cH:9]1. Starting materials: C(C)(=O)OCC.Cl (hydrogen chloride-ethyl acetate), O1CCCC1 (tetrahydrofuran), P(=S)(OCC)(OCC)[S-] (O,O-diethyl dithiophosphate), O=C1N(C(C2=CC=CC=C12)=O)CC#N ((1,3-dioxo-1,3-dihydro-2H-isoindol-2-yl)acetonitrile). Run in O (Water). Run at time 5 hour. Yields the product O=C1N(C(C2=CC=CC=C12)=O)CC(N)=S (2-(1,3-dioxo-1,3-dihydro-2H-isoindol-2-yl)ethanethioamide). The yield is 51.0%. Reaction SMILES: [O:1]=[C:2]1[C:10]2[C:5](=[CH:6][CH:7]=[CH:8][CH:9]=2)[C:4](=[O:11])[N:3]1[CH2:12][C:13]#[N:14].C(OCC)(=O)C.Cl.O1CCCC1.P([S-])(OCC)(OCC)=[S:28]>O>[O:1]=[C:2]1[C:10]2[C:5](=[CH:6][CH:7]=[CH:8][CH:9]=2)[C:4](=[O:11])[N:3]1[CH2:12][C:13](=[S:28])[NH2:14] |f:1.2|. Procedure: To a mixture of (1,3-dioxo-1,3-dihydro-2H-isoindol-2-yl)acetonitrile (15 g), a 4 mol/L hydrogen chloride-ethyl acetate solution (40 mL) and tetrahydrofuran (50 mL) was added O,O-diethyl dithiophosphate (15 mL) and the mixture was stirred at room temperature for 5 hr. Water was added to the reaction mixture, and the mixture was extracted with ethyl acetate and tetrahydrofuran. The extract was washed twice with water, saturated brine and saturated aqueous sodium hydrogen carbonate solution, dried ... The reactants are C(CCC)C1=C(OCC(=O)OC)C=CC(=C1)S (methyl 2-(2-butyl-4-sulfanylphenoxy)acetate), BrCC1=CC=C(C=C1)C1=CC=C(C=C1)C(F)(F)F (1-(bromomethyl)-4-[4-(trifluoromethyl)phenyl]benzene), P(Br)(Br)Br (phosphorous tribromide), FC(C1=CC=C(C=C1)C1=CC=C(C=C1)CO)(F)F ((4′-trifluoromethyl-biphenyl-4-yl)-methanol). Yields the product C(CCC)C1=C(OCC(=O)O)C=CC(=C1)SCC1=CC=C(C=C1)C1=CC=C(C=C1)C(F)(F)F (2-[2-butyl-4-({4-[4-(trifluoromethyl)phenyl]phenyl}methylthio)phenoxy]acetic acid). RXN SMILES: [CH2:1]([C:5]1[CH:16]=[C:15]([SH:17])[CH:14]=[CH:13][C:6]=1[O:7][CH2:8][C:9]([O:11]C)=[O:10])[CH2:2][CH2:3][CH3:4].Br[CH2:19][C:20]1[CH:25]=[CH:24][C:23]([C:26]2[CH:31]=[CH:30][C:29]([C:32]([F:35])([F:34])[F:33])=[CH:28][CH:27]=2)=[CH:22][CH:21]=1.P(Br)(Br)Br.FC(F)(F)C1C=CC(C2C=CC(CO)=CC=2)=CC=1>>[CH2:1]([C:5]1[CH:16]=[C:15]([S:17][CH2:19][C:20]2[CH:21]=[CH:22][C:23]([C:26]3[CH:31]=[CH:30][C:29]([C:32]([F:33])([F:34])[F:35])=[CH:28][CH:27]=3)=[CH:24][CH:25]=2)[CH:14]=[CH:13][C:6]=1[O:7][CH2:8][C:9]([OH:11])=[O:10])[CH2:2][CH2:3][CH3:4]. Procedure details: The title compound was prepared in the manner analogous to Example 1F using 100F and 1-(bromomethyl)-4-[4-(trifluoromethyl)phenyl]benzene prepared from and phosphorous tribromide and (4′-trifluoromethyl-biphenyl-4-yl)-methanol in a manner analagous to Example 3B. 400 MHz 1H NMR (CDCl3) δ 7.68 (m, 4H), 7.51 (d, 2H), 7.29 (d, 2H), 7.15 (m, 2H), 6.60 (d, 1H), 4.62 (s, 2H), 4.04 (s, 2H), 3.79 (s, 3H), 2.60 (m, 2H), 1.55 (m, 2H), 1.35 (m, 2H), 0.88 (t, 3H). RXN SMILES: N([O-])=O.[Na+].C(O)(=O)C.[F:9][C:10]1[CH:16]=[C:15]([I:17])[CH:14]=[CH:13][C:11]=1N.O.[BrH:19]>S(=O)(=O)(O)O.[Cu]Br>[Br:19][C:11]1[CH:13]=[CH:14][C:15]([I:17])=[CH:16][C:10]=1[F:9] |f:0.1|. Conditions: time 1 hour. The solvent is S(O)(O)(=O)=O (sulfuric acid). Reported procedure: 51.2 g of sodium nitrite was dissolved in 390 ml of sulfuric acid, and 454 ml of acetic acid was added thereto at 10° C. or lower. The solution was kept at 20° to 25° C., and 124 g of 2-fluoro-4-iodoaniline was added thereto over a period of one hour and stirred for 2 hours. The solution was dropwise added to a solution of 130 g of copper(I) bromide as dissolved in 390 ml of 48% hydrobromic acid and stirred overnight. Next, 1000 ml of water was added to this, which was then extracted with chloro... Reagents/catalysts: [Cu]Br (copper(I) bromide). Reactants: O (water), N(=O)[O-].[Na+] (sodium nitrite), C(C)(=O)O (acetic acid), FC1=C(N)C=CC(=C1)I (2-fluoro-4-iodoaniline), Br (hydrobromic acid). The product is BrC1=C(C=C(C=C1)I)F (1-bromo-2-fluoro-4-iodobenzene). The reactants are CC1=C(C(NC(=C1)C)=O)CNC(=O)C=1C2=C(N=C(C1)C#CC1=CC=NC=C1)N(N=C2)C(C)C (N-[(4,6-dimethyl-2-oxo-1,2-dihydro-3-pyridinyl)methyl]-1-(1-methylethyl)-6-(4-pyridinylethynyl)-1H-pyrazolo[3,4-b]pyridine-4-carboxamide), O1CCCC1 (tetrahydrofuran). Reagents/catalysts: [Pd] (palladium on carbon). Solvent: C(C)O (ethanol), C(C)O (ethanol). Conditions: time 8 hour. The product is CC1=C(C(NC(=C1)C)=O)CNC(=O)C=1C2=C(N=C(C1)CCC1=CC=CC=C1)N(N=C2)C(C)C (N-[(4,6-Dimethyl-2-oxo-1,2-dihydro-3-pyridinyl)methyl]-1-(1-methylethyl)-6-(2-phenylethyl)-1H-pyrazolo[3,4-b]pyridine-4-carboxamide). Reaction SMILES: [CH3:1][C:2]1[CH:7]=[C:6]([CH3:8])[NH:5][C:4](=[O:9])[C:3]=1[CH2:10][NH:11][C:12]([C:14]1[C:15]2[CH:30]=[N:29][N:28]([CH:31]([CH3:33])[CH3:32])[C:16]=2[N:17]=[C:18]([C:20]#[C:21][C:22]2[CH:27]=[CH:26]N=[CH:24][CH:23]=2)[CH:19]=1)=[O:13].O1CCC[CH2:35]1>[Pd].C(O)C>[CH3:1][C:2]1[CH:7]=[C:6]([CH3:8])[NH:5][C:4](=[O:9])[C:3]=1[CH2:10][NH:11][C:12]([C:14]1[C:15]2[CH:30]=[N:29][N:28]([CH:31]([CH3:33])[CH3:32])[C:16]=2[N:17]=[C:18]([CH2:20][CH2:21][C:22]2[CH:27]=[CH:26][CH:35]=[CH:24][CH:23]=2)[CH:19]=1)=[O:13]. Procedure: To a suspension of palladium on carbon (0.063 g, 0.059 mmol) in ethanol (1 mL) under nitrogen was added N-[(4,6-dimethyl-2-oxo-1,2-dihydro-3-pyridinyl)methyl]-1-(1-methylethyl)-6-(4-pyridinylethynyl)-1H-pyrazolo[3,4-b]pyridine-4-carboxamide (0.13 g, 0.295 mmol) and then ethanol (5 mL) and tetrahydrofuran (THF) (1.5 mL). The suspension was stirred under an atmosphere of hydrogen (ca. 1 atm, balloon) overnight. The reaction mixture was then evacuated with nitrogen, and diluted with 10% MeOH/DCM. C... The reactants are COC(=O)c1cccc2[nH]c(NC(=O)c3ccc4c(c3)CCN(C(=O)OC(C)(C)C)C4)nc12, C1CCOC1, CO, [Li+], [OH-]. The product is CC(C)(C)OC(=O)N1CCc2cc(C(=O)Nc3nc4c(C(=O)O)cccc4[nH]3)ccc2C1. Reaction SMILES: [C:1]([CH3:2])([CH3:3])([CH3:4])[O:5][C:6](=[O:7])[N:8]1[CH2:9][c:10]2[cH:11][cH:12][c:13]([C:18]([NH:19][c:20]3[n:21][c:22]4[c:23]([nH:24]3)[cH:25][cH:26][cH:27][c:28]4[C:29](=[O:30])[O:31][CH3:32])=[O:33])[cH:14][c:15]2[CH2:16][CH2:17]1.[CH2:36]1[O:37][CH2:38][CH2:39][CH2:40]1.[CH3:41][OH:42].[Li+:35].[OH-:34]>>[C:1]([CH3:2])([CH3:3])([CH3:4])[O:5][C:6](=[O:7])[N:8]1[CH2:9][c:10]2[cH:11][cH:12][c:13]([C:18]([NH:19][c:20]3[n:21][c:22]4[c:23]([nH:24]3)[cH:25][cH:26][cH:27][c:28]4[C:29](=[O:30])[OH:31])=[O:33])[cH:14][c:15]2[CH2:16][CH2:17]1.